Dataset: the Open Reaction Database (ORD), a public repository of structured organic reaction records. Task: describe an organic reaction: reactants, conditions, products, and yield Starting materials: CO, Cl, [Na+], [OH-], N#Cc1nnc2n1-c1ccc(Cl)cc1C(c1ccccc1)=NC2. Product: NC(=O)c1nnc2n1-c1ccc(Cl)cc1C(c1ccccc1)=NC2. Reaction SMILES: [CH3:25][OH:26].[ClH:24].[Na+:28].[OH-:27].[c:1]1([C:7]2=[N:8][CH2:9][c:10]3[n:11]([c:19]([C:22]#[N:23])[n:20][n:21]3)-[c:12]3[c:13]2[cH:14][c:15]([Cl:18])[cH:16][cH:17]3)[cH:2][cH:3][cH:4][cH:5][cH:6]1>>[c:1]1([C:7]2=[N:8][CH2:9][c:10]3[n:11]([c:19]([C:22]([NH2:23])=[O:26])[n:20][n:21]3)-[c:12]3[c:13]2[cH:14][c:15]([Cl:18])[cH:16][cH:17]3)[cH:2][cH:3][cH:4][cH:5][cH:6]1.